From a dataset of the Open Reaction Database (ORD), a public repository of structured organic reaction records. describe an organic reaction: reactants, conditions, products, and yield The reactants are Cl (hydrochloric acid), N1C(C2C=3C(=CC=CC13)CCC2)=O (2a,3,4,5-Tetrahydro-1H-benz[cd]indol-2-one), BrC=CCCC (1-bromopentene), [H-].[Na+] (sodium hydride). Reaction SMILES: [NH:1]1[C:9]2[CH:8]=[CH:7][CH:6]=[C:5]3[CH2:10][CH2:11][CH2:12][CH:3]([C:4]=23)[C:2]1=[O:13].[H-].[Na+].Br[CH:17]=[CH:18][CH2:19][CH2:20][CH3:21].Cl>CN(C)C=O.O.C(OCC)(=O)C>[CH2:21]([C:3]12[CH2:12][CH2:11][CH2:10][C:5]3[C:4]1=[C:9]([CH:8]=[CH:7][CH:6]=3)[NH:1][C:2]2=[O:13])[CH2:20][CH2:19][CH:18]=[CH2:17] |f:1.2|. The solvent is O (water), C(C)(=O)OCC (Ethyl acetate), CN(C=O)C (N,N-dimethylformamide). Conditions: temperature 0 celsius, time 1 hour. Yields the product C(CCC=C)C12C(NC=3C=CC=C(C13)CCC2)=O (2a-(4-Pentenyl)-2a,3,4,5-tetrahydro-1H-benz[cd]indol-2-one). Reported procedure: 2a,3,4,5-Tetrahydro-1H-benz[cd]indol-2-one (4.0 g, 23 mmol) was dissolved in anhydrous N,N-dimethylformamide (100 ml), and the solution was mixed with sodium hydride (760 mg, 190 mmol) and stirred at 0° C. for 1 hour. The reaction solution was mixed with 1-bromopentene (3.8 ml, 25 mmol) and stirred at −40° C. for 2 hours. Ethyl acetate, water and hydrochloric acid (1 N) were added to the reaction solution. The reaction product was extracted with ethyl acetate, washed with saturated brine and the... Starting materials: CCOC(=O)CC#N, CC(=O)[O-], CC(=O)O, Cc1ccccc1, [NH4+], O=C1CCOCC1. Product: CCOC(=O)C(C#N)=C1CCOCC1. RXN SMILES: [C:8](#[N:9])[CH2:10][C:11](=[O:12])[O:13][CH2:14][CH3:15].[CH3:17][C:18](=[O:19])[O-:20].[CH3:21][C:22](=[O:23])[OH:24].[CH3:25][c:26]1[cH:27][cH:28][cH:29][cH:30][cH:31]1.[NH4+:16].[O:1]1[CH2:2][CH2:3][C:4](=[O:7])[CH2:5][CH2:6]1>>[O:1]1[CH2:2][CH2:3][C:4](=[C:10]([C:8]#[N:9])[C:11](=[O:12])[O:13][CH2:14][CH3:15])[CH2:5][CH2:6]1. Reactants: BrC(C(=O)[O-])(C=1C(C(=O)[O-])=C(C=CC1)C)C (α-bromodimethylhomophthalate), C(#N)C=1C(=NC(=CC1)C)O (3-cyano-2-hydroxy-6-methylpyridine), C([O-])([O-])=O.[K+].[K+] (potassium carbonate). The solvent is CN(C)C=O (DMF). Conditions: temperature 100 celsius, time 4 hour. Product: CC1=CC=C2C=3NC(C4=C(C3OC2=N1)C=CC=C4)=O (9-Methyl-6H-11-oxa-6,10-diaza-benzo[a]fluoren-5-one). As a reaction SMILES: Br[C:2](C)([C:6]1[C:7](=[C:11](C)[CH:12]=[CH:13][CH:14]=1)[C:8]([O-])=[O:9])C([O-])=O.[C:17]([C:19]1[C:20]([OH:26])=[N:21][C:22]([CH3:25])=[CH:23][CH:24]=1)#[N:18].C(=O)([O-])[O-].[K+].[K+]>CN(C=O)C>[CH3:25][C:22]1[N:21]=[C:20]2[C:19]([C:17]3[NH:18][C:8](=[O:9])[C:7]4[CH:11]=[CH:12][CH:13]=[CH:14][C:6]=4[C:2]=3[O:26]2)=[CH:24][CH:23]=1 |f:2.3.4|. Procedure details: To a solution of α-bromodimethylhomophthalate (2.00 g, 6.97 mmol) in DMF (15 mL) was added 3-cyano-2-hydroxy-6-methylpyridine (1.03 g, 1.1 eq) and potassium carbonate (4.82 g, 5 eq). The resulting mixture was allowed to stir at 100° C. for 4 h under inert atmosphere. The reaction was cooled to room temperature and concentrated in vacuo. The resulting solid residue was diluted with 1 N aqueous HCl (60 mL) and stirred for 30 min. The resulting suspension was filtered and the solids were washed wit... Starting materials: solution, Cl (hydrochloric acid), CO.ClCCl (methanol dichloromethane), NC=1C=C2CCN(C2=CC1)C1=C2N=CN(C2=NC(=N1)N[C@@H]1CC[C@H](CC1)NC(=O)OC(C)(C)C)C(=O)OC(C)(C)C (1,1-dimethylethyl trans-6-(5-amino-2,3-dihydro-1H-indol-1-yl)-2-[[4-[[(1,1-dimethylethoxy)-carbonyl]amino]cyclohexyl]amino]-9H-purine-9-carboxylate), Cl (HCl). Run in CO (methanol), 50/50, CO (methanol), C(C)(=O)OCC (ethyl acetate). Conditions: time 48 hour. The product is NC=1C=C2CCN(C2=CC1)C1=C2N=CNC2=NC(=N1)N[C@@H]1CC[C@H](CC1)N (Trans-N-[6-(5-amino-2,3-dihydro-1H-indol-1-yl)-9H-purin-2-yl]-1,4-cyclohexanediamine). As a reaction SMILES: [NH2:1][C:2]1[CH:3]=[C:4]2[C:8](=[CH:9][CH:10]=1)[N:7]([C:11]1[N:19]=[C:18]([NH:20][C@H:21]3[CH2:26][CH2:25][C@H:24]([NH:27]C(OC(C)(C)C)=O)[CH2:23][CH2:22]3)[N:17]=[C:16]3[C:12]=1[N:13]=[CH:14][N:15]3C(OC(C)(C)C)=O)[CH2:6][CH2:5]2.Cl.CO.ClCCl>CO.C(OCC)(=O)C>[NH2:1][C:2]1[CH:3]=[C:4]2[C:8](=[CH:9][CH:10]=1)[N:7]([C:11]1[N:19]=[C:18]([NH:20][C@H:21]3[CH2:26][CH2:25][C@H:24]([NH2:27])[CH2:23][CH2:22]3)[N:17]=[C:16]3[C:12]=1[N:13]=[CH:14][NH:15]3)[CH2:6][CH2:5]2 |f:2.3|. Procedure details: 200 mg of product obtained in stage 4 of example 41 are dissolved in 5 ml of methanol. 5 ml of a 2N solution of hydrochloric acid in methanol are added. Stirring is carried out for 48 hours at ambient temperature, followed by evaporation to dryness. The residue is chromatographed on a silica column, eluting with 85/15/1.5 dichloromethane/methanol/aqueous ammonia. The product obtained is taken up in 10 ml of a 50/50 methanol/dichloromethane mixture, 6 ml of 1M HCl solution in ethyl acetate are ad... The reactants are C(C1=CC=CC=C1)OC1=C2N(C=3C(=NN(C(C31)=O)CC3=CC=C(C=C3)F)C)CCN(C2=O)C (10-(benzyloxy)-2-(4-fluorobenzyl)-4,8-dimethyl-7,8-dihydropyrazino-[1′,2′:1,5]pyrrolo-[2,3-d]pyridazine-1,9(2H,6H)-dione). The reagents and catalysts are [OH-].[OH-].[Pd+2] (Pearlman's catalyst). Solvent: C(C)O (ethanol), C(C)#N (acetonitrile). Run at time 30 minute. Product: FC1=CC=C(CN2N=C(C3=C(C2=O)C(=C2N3CCN(C2=O)C)O)C)C=C1 (2-(4-Fluorobenzyl)-10-hydroxy-4,8-dimethyl-7,8-dihydropyrazino-[1′,2′:1,5]pyrrolo[2,3-d]pyridazine-1,9(2H,6H)-dione). Reaction SMILES: C([O:8][C:9]1[C:17]2[C:16](=[O:18])[N:15]([CH2:19][C:20]3[CH:25]=[CH:24][C:23]([F:26])=[CH:22][CH:21]=3)[N:14]=[C:13]([CH3:27])[C:12]=2[N:11]2[CH2:28][CH2:29][N:30]([CH3:33])[C:31](=[O:32])[C:10]=12)C1C=CC=CC=1>[OH-].[OH-].[Pd+2].C(O)C.C(#N)C>[F:26][C:23]1[CH:24]=[CH:25][C:20]([CH2:19][N:15]2[C:16](=[O:18])[C:17]3[C:9]([OH:8])=[C:10]4[C:31](=[O:32])[N:30]([CH3:33])[CH2:29][CH2:28][N:11]4[C:12]=3[C:13]([CH3:27])=[N:14]2)=[CH:21][CH:22]=1 |f:1.2.3|. Reported procedure: A mixture of 10-(benzyloxy)-2-(4-fluorobenzyl)-4,8-dimethyl-7,8-dihydropyrazino-[1′,2′:1,5]pyrrolo-[2,3-d]pyridazine-1,9(2H,6H)-dione (17 mg, 38 μmol) and Pearlman's catalyst (6.0 mg, 20% Pd(OH)2 on carbon) in ethanol (20 mL) was stirred under an atmosphere of hydrogen gas (1 atm) at room temperature for 30 minutes. The reaction mixture was diluted with acetonitrile and filtered through a pad of Celite. The filtrate was concentrated under vacuum, and the residue triturated with a mixture of meth... Starting materials: CS(=O)(=O)C=1C=C(C=CC1)C1=CC=C(S1)CNS(=O)(=O)C1=C(C=CC=C1)C(F)(F)F (N-[5-(3-methanesulfonyl-phenyl)-thiophen-2-ylmethyl]-2-trifluoromethyl-benzenesulfonamide), C(C)(C)I (isopropyl iodide), C([O-])([O-])=O.[Cs+].[Cs+] (cesium carbonate). Run in CN(C(C)=O)C (N,N-dimethylacetamide). Product: C(C)(C)N(S(=O)(=O)C1=C(C=CC=C1)C(F)(F)F)CC=1SC(=CC1)C1=CC(=CC=C1)S(=O)(=O)C (N-isopropyl-N-[5-(3-methanesulfonyl-phenyl)-thiophen-2-ylmethyl]-2-trifluoromethyl-benzenesulfonamide). RXN SMILES: [CH3:1][S:2]([C:5]1[CH:6]=[C:7]([C:11]2[S:15][C:14]([CH2:16][NH:17][S:18]([C:21]3[CH:26]=[CH:25][CH:24]=[CH:23][C:22]=3[C:27]([F:30])([F:29])[F:28])(=[O:20])=[O:19])=[CH:13][CH:12]=2)[CH:8]=[CH:9][CH:10]=1)(=[O:4])=[O:3].[CH:31](I)([CH3:33])[CH3:32].C(=O)([O-])[O-].[Cs+].[Cs+]>CN(C)C(=O)C>[CH:31]([N:17]([CH2:16][C:14]1[S:15][C:11]([C:7]2[CH:8]=[CH:9][CH:10]=[C:5]([S:2]([CH3:1])(=[O:3])=[O:4])[CH:6]=2)=[CH:12][CH:13]=1)[S:18]([C:21]1[CH:26]=[CH:25][CH:24]=[CH:23][C:22]=1[C:27]([F:30])([F:28])[F:29])(=[O:20])=[O:19])([CH3:33])[CH3:32] |f:2.3.4|. Reported procedure: In analogy to example 10, step 3, N-[5-(3-methanesulfonyl-phenyl)-thiophen-2-ylmethyl]-2-trifluoromethyl-benzenesulfonamide (example 27, step 1) was reacted with isopropyl iodide and cesium carbonate in N,N-dimethylacetamide to give N-isopropyl-N-[5-(3-methanesulfonyl-phenyl)-thiophen-2-ylmethyl]-2-trifluoromethyl-benzenesulfonamide as a light yellow oil. MS: 534.8 ([M+NH4]+) Reactants: CC(CC(Cc1ccc(-c2ccccc2)cc1)NC(=O)n1ccc(C(=O)O)n1)C(=O)OCc1ccccc1, CCOC(C)=O. Yields the product CC(CC(Cc1ccc(-c2ccccc2)cc1)NC(=O)n1ccc(C(=O)O)n1)C(=O)O. As a reaction SMILES: [CH2:1]([c:2]1[cH:3][cH:4][cH:5][cH:6][cH:7]1)[O:8][C:9](=[O:10])[CH:11]([CH2:12][CH:13]([CH2:14][c:15]1[cH:16][cH:17][c:18](-[c:21]2[cH:22][cH:23][cH:24][cH:25][cH:26]2)[cH:19][cH:20]1)[NH:27][C:28](=[O:29])[n:30]1[n:31][c:32]([C:35](=[O:36])[OH:37])[cH:33][cH:34]1)[CH3:38].[CH3:39][CH2:40][O:41][C:42]([CH3:43])=[O:44]>>[O:8]=[C:9]([OH:10])[CH:11]([CH2:12][CH:13]([CH2:14][c:15]1[cH:16][cH:17][c:18](-[c:21]2[cH:22][cH:23][cH:24][cH:25][cH:26]2)[cH:19][cH:20]1)[NH:27][C:28](=[O:29])[n:30]1[n:31][c:32]([C:35](=[O:36])[OH:37])[cH:33][cH:34]1)[CH3:38]. The reactants are C1(CC1)N(C=1C(=NC2=CC=C(C=C2N1)C(=O)OC)OS(=O)(=O)C(F)(F)F)C (methyl 3-(cyclopropyl(methyl)amino)-2-(trifluoromethylsulfonyloxy)quinoxaline-6-carboxylate), O1C(=CC2=C1C=CC=C2)B(O)O (benzofuran-2-ylboronic acid), [O-]P(=O)([O-])[O-].[K+].[K+].[K+] (K3PO4). The reagents and catalysts are O (water), C=1C=CC(=CC1)[P](C=2C=CC=CC2)(C=3C=CC=CC3)[Pd]([P](C=4C=CC=CC4)(C=5C=CC=CC5)C=6C=CC=CC6)([P](C=7C=CC=CC7)(C=8C=CC=CC8)C=9C=CC=CC9)[P](C=1C=CC=CC1)(C=1C=CC=CC1)C=1C=CC=CC1 (Pd(PPh3)4). Run in O1CCOCC1 (dioxane). Run at temperature 90 celsius, time 1 hour. The product is O1C(=CC2=C1C=CC=C2)C2=NC1=CC=C(C=C1N=C2N(C)C2CC2)C(=O)OC (methyl 2-(benzofuran-2-yl)-3-(cyclopropyl(methyl)amino)quinoxaline-6-carboxylate), 2. Isolated yield 39.0%. As a reaction SMILES: [CH:1]1([N:4]([CH3:27])[C:5]2[C:6](OS(C(F)(F)F)(=O)=O)=[N:7][C:8]3[C:13]([N:14]=2)=[CH:12][C:11]([C:15]([O:17][CH3:18])=[O:16])=[CH:10][CH:9]=3)[CH2:3][CH2:2]1.[O:28]1[C:32]2[CH:33]=[CH:34][CH:35]=[CH:36][C:31]=2[CH:30]=[C:29]1B(O)O.[O-]P([O-])([O-])=O.[K+].[K+].[K+]>O1CCOCC1.O.C1C=CC([P]([Pd]([P](C2C=CC=CC=2)(C2C=CC=CC=2)C2C=CC=CC=2)([P](C2C=CC=CC=2)(C2C=CC=CC=2)C2C=CC=CC=2)[P](C2C=CC=CC=2)(C2C=CC=CC=2)C2C=CC=CC=2)(C2C=CC=CC=2)C2C=CC=CC=2)=CC=1>[O:28]1[C:32]2[CH:33]=[CH:34][CH:35]=[CH:36][C:31]=2[CH:30]=[C:29]1[C:6]1[C:5]([N:4]([CH:1]2[CH2:3][CH2:2]2)[CH3:27])=[N:14][C:13]2[C:8](=[CH:9][CH:10]=[C:11]([C:15]([O:17][CH3:18])=[O:16])[CH:12]=2)[N:7]=1 |f:2.3.4.5,^1:58,60,79,98|. Procedure: To a solution of methyl 3-(cyclopropyl(methyl)amino)-2-(trifluoromethylsulfonyloxy)quinoxaline-6-carboxylate (180.0 mg, crude) in dioxane (6 mL) was added benzofuran-2-ylboronic acid (149.0 mg, 0.92 mmol), K3PO4 (195.0 mg, 0.92 mmol), Pd(PPh3)4 (30.0 mg, 0.03 mmol) and water (3 drops). The resulting solution was stirred for 1 h at 90° C. and then concentrated under vacuum to give a residue, which was purified by a silica gel column with 5%-20% ethyl acetate in petroleum ether to afford methyl 2-... The reactants are ClCCCl, Cc1ncoc1-c1ccc(CC(=O)O)cc1, CCN(C(C)C)C(C)C, [Cl-], [Cl-], ClCCl, CC([NH3+])c1ccc(OCC(F)(F)F)c[nH+]1. Yields the product Cc1ncoc1-c1ccc(CC(=O)NC(C)c2ccc(OCC(F)(F)F)cn2)cc1. As a reaction SMILES: [CH2:34]([Cl:35])[CH2:36][Cl:37].[CH3:1][c:2]1[n:3][cH:4][o:5][c:6]1-[c:7]1[cH:8][cH:9][c:10]([CH2:13][C:14](=[O:15])[OH:16])[cH:11][cH:12]1.[CH:38]([N:39]([CH2:40][CH3:41])[CH:42]([CH3:43])[CH3:44])([CH3:45])[CH3:46].[Cl-:17].[Cl-:18].[Cl:47][CH2:48][Cl:49].[NH3+:19][CH:20]([CH3:21])[c:22]1[nH+:23][cH:24][c:25]([O:28][CH2:29][C:30]([F:31])([F:32])[F:33])[cH:26][cH:27]1>>[CH3:1][c:2]1[n:3][cH:4][o:5][c:6]1-[c:7]1[cH:8][cH:9][c:10]([CH2:13][C:14](=[O:16])[NH:19][CH:20]([CH3:21])[c:22]2[n:23][cH:24][c:25]([O:28][CH2:29][C:30]([F:31])([F:32])[F:33])[cH:26][cH:27]2)[cH:11][cH:12]1.